This data is from the Open Reaction Database (ORD), a public repository of structured organic reaction records. The task is: describe an organic reaction: reactants, conditions, products, and yield Reactants: [H-].[Na+] (sodium hydride), CC=1C=C(C(=O)C2CNC3=CC=CC=C3C2=O)C=CC1 (3-(3-methyl-benzoyl)-2,3-dihydro-1H-quinolin-4-one), CC=1C=C(CBr)C=CC1 (3-methylbenzylbromide). The solvent is CN(C=O)C (dimethylformamide). The product is CC=1C=C(C(=O)C2=CN(C3=CC=CC=C3C2=O)CC2=CC(=CC=C2)C)C=CC1 (3-(3-Methyl-benzoyl)-1-(3-methyl-benzyl)-1H-quinolin-4-one). Isolated yield 50.1%. Reaction SMILES: [H-].[Na+].[CH3:3][C:4]1[CH:5]=[C:6]([CH:20]=[CH:21][CH:22]=1)[C:7]([CH:9]1[C:18](=[O:19])[C:17]2[C:12](=[CH:13][CH:14]=[CH:15][CH:16]=2)[NH:11][CH2:10]1)=[O:8].[CH3:23][C:24]1[CH:25]=[C:26]([CH:29]=[CH:30][CH:31]=1)[CH2:27]Br>CN(C)C=O>[CH3:3][C:4]1[CH:5]=[C:6]([CH:20]=[CH:21][CH:22]=1)[C:7]([C:9]1[C:18](=[O:19])[C:17]2[C:12](=[CH:13][CH:14]=[CH:15][CH:16]=2)[N:11]([CH2:23][C:24]2[CH:31]=[CH:30][CH:29]=[C:26]([CH3:27])[CH:25]=2)[CH:10]=1)=[O:8] |f:0.1|. Procedure details: Compound 4y was prepared following the procedure outlined in Step 3 of Example 1 using 26 mg (0.65 mmol) of sodium hydride (60%), 132 mg (0.50 mmol) of 3-(3-methyl-benzoyl)-2,3-dihydro-1H-quinolin-4-one, 3 mL of anhydrous dimethylformamide, and 120 mg (0.65 mmol) of 3-methylbenzylbromide. The crude product was purified by flash chromatography to yield 92 mg of a colorless solid 4y: LC-MSD, m/z for C25H21NO2, [M+H]+=368.5, [M+2H]+=369.5; Reverse phase HPLC (gradient acetonitrile 0.1% TFA 20-95% i... The yield is 37.9%. Yields the product C(#N)C(C(=O)OCC(C)(C)C)=CC=C (neopentyl 2-cyanopenta-2,4-dienoate). Run in O1CCOCC1 (1,4-dioxane), O1CCOCC1 (1,4-dioxane), O1CCOCC1 (1,4-dioxane). Reagents/catalysts: [Cl-].[Zn+2].[Cl-] (zinc chloride). The reactants are 1,4-hydroquinone, C(=O)C=C (acrolein), C(#N)CC(=O)OCC(C)(C)C (neopentyl cyanoacetate), solution, 1,4-hydroquinone. Reported procedure: To a 1 liter, 3-necked glass reaction flask equipped with a mechanical stirrer, pressure compensating addition funnel and thermometer was added 1,4-dioxane (300 mls), zinc chloride (62.7 g; 0.46 moles), neopentyl cyanoacetate (116.25 g; 0.75 moles) and 1 ml of a solution of 1,4-hydroquinone, prepared by dissolving 1.22 g 1,4-hydroquinone in 100 mls 1,4-dioxane. The mixture was stirred and cooled by means of an ice bath, while a solution of acrolein (52.54 g; 0.94 moles) in 1,4-dioxane (200 mls) ... As a reaction SMILES: [C:1]([CH2:3][C:4]([O:6][CH2:7][C:8]([CH3:11])([CH3:10])[CH3:9])=[O:5])#[N:2].[CH:12]([CH:14]=[CH2:15])=O>O1CCOCC1.[Cl-].[Zn+2].[Cl-]>[C:1]([C:3](=[CH:15][CH:14]=[CH2:12])[C:4]([O:6][CH2:7][C:8]([CH3:11])([CH3:10])[CH3:9])=[O:5])#[N:2] |f:3.4.5|. The reactants are Cc1ccccc1, O=C1CCC(=O)N1Cl, CC(C)(C)OC(=O)N1CCn2ccnc2C1. Yields the product CC(C)(C)OC(=O)N1CCn2c(Cl)cnc2C1. Reaction SMILES: [CH3:25][c:26]1[cH:27][cH:28][cH:29][cH:30][cH:31]1.[Cl:17][N:18]1[C:19](=[O:20])[CH2:21][CH2:22][C:23]1=[O:24].[n:1]1[cH:2][cH:3][n:4]2[c:5]1[CH2:6][N:7]([C:10](=[O:11])[O:12][C:13]([CH3:14])([CH3:15])[CH3:16])[CH2:8][CH2:9]2>>[n:1]1[cH:2][c:3]([Cl:17])[n:4]2[c:5]1[CH2:6][N:7]([C:10](=[O:11])[O:12][C:13]([CH3:14])([CH3:15])[CH3:16])[CH2:8][CH2:9]2. Starting materials: [N+](=O)([O-])CCC(=O)Cl (3-nitropropanoyl chloride), C1=CC=CC=C1 (benzene). The product is [N+](=O)([O-])CCC(=O)C1=CC=CC=C1 (3-nitro-1-phenylpropan-1-one). As a reaction SMILES: [N+:1]([CH2:4][CH2:5][C:6](Cl)=[O:7])([O-:3])=[O:2].[CH:9]1[CH:14]=[CH:13][CH:12]=[CH:11][CH:10]=1>>[N+:1]([CH2:4][CH2:5][C:6]([C:9]1[CH:14]=[CH:13][CH:12]=[CH:11][CH:10]=1)=[O:7])([O-:3])=[O:2]. Procedure: The title compound was prepared from benzene and 3-nitropropanoyl chloride, according to example 2, affording compound (15) with 78% yield, mp 72-74° C. Starting materials: Cl (hydrochloric acid), 2-acetyl-5-methyl-2-(3H)-benzothiazolone, C(C)(C)CC(C)(C)C.C(C)(C)OC(C)C (isooctane diisopropyl ether), CC1=CC(=C(C=C1)SCC(=O)O)[N+](=O)[O-] ([(4-methyl-2-nitrophenyl)thio]-acetic acid). The product is CC=1C=CC2=C(NC(S2)=O)C1 (5-Methyl-2(3H)-benzothiazolone). Isolated yield 74.0%. Reaction SMILES: C(CC(C)(C)C)(C)C.C([O:12]C(C)C)(C)C.[CH3:16][C:17]1[CH:22]=[CH:21][C:20]([S:23][CH2:24]C(O)=O)=[C:19]([N+:28]([O-])=O)[CH:18]=1.Cl>>[CH3:16][C:17]1[CH:22]=[CH:21][C:20]2[S:23][C:24](=[O:12])[NH:28][C:19]=2[CH:18]=1 |f:0.1|. Reported procedure: Analogous to Example 2(a), 2-acetyl-5-methyl-2-(3H)-benzothiazolone, m.p. 86°-88° C. (from isooctane/diisopropyl ether), was prepared with a yield of 51% of theory, starting from [(4-methyl-2-nitrophenyl)thio]-acetic acid. This intermediate was subsequently treated with 5 N hydrochloric acid analogous to Example 2(b). 5-Methyl-2(3H)-benzothiazolone was obtained with a yield of 74% of theory; m.p. 178°-180° C. (from ethanol/water 1:1). Reactants: BrCC(=O)C1=CC(=C(C=C1)Cl)S(N)(=O)=O (2-bromo-4'-chloro-3'-sulfamoylacetophenone), C(C=C)NC(=S)NC1CC1 (1-allyl-3-cyclopropylthiourea). Yields the product Br.C(C=C)N1C(SCC1(O)C1=CC(=C(C=C1)Cl)S(N)(=O)=O)=NC1CC1 (3-Allyl-4-(4-chloro-3-sulfamoylphenyl)-2-cyclopropylimino-1,3-thiazolidine-4-ol-hydrobromide). As a reaction SMILES: [Br:1][CH2:2][C:3]([C:5]1[CH:10]=[CH:9][C:8]([Cl:11])=[C:7]([S:12](=[O:15])(=[O:14])[NH2:13])[CH:6]=1)=[O:4].[CH2:16]([NH:19][C:20]([NH:22][CH:23]1[CH2:25][CH2:24]1)=[S:21])[CH:17]=[CH2:18]>>[BrH:1].[CH2:16]([N:19]1[C:3]([C:5]2[CH:10]=[CH:9][C:8]([Cl:11])=[C:7]([S:12](=[O:15])(=[O:14])[NH2:13])[CH:6]=2)([OH:4])[CH2:2][S:21][C:20]1=[N:22][CH:23]1[CH2:25][CH2:24]1)[CH:17]=[CH2:18] |f:2.3|. Reported procedure: 6.2 g of 2-bromo-4'-chloro-3'-sulfamoylacetophenone and 3.1 g of 1-allyl-3-cyclopropylthiourea were reacted and worked up according to the prescription given in Example 12. Starting materials: N#Cc1cc(-c2cccnc2)nn1-c1ccc([N+](=O)[O-])cc1, CC(=O)O, Cl, [Na+], [OH-]. Yields the product N#Cc1cc(-c2cccnc2)nn1-c1ccc(N)cc1. As a reaction SMILES: [C:1](#[N:2])[c:3]1[cH:4][c:5](-[c:17]2[cH:18][n:19][cH:20][cH:21][cH:22]2)[n:6][n:7]1-[c:8]1[cH:9][cH:10][c:11]([N+:14]([O-:15])=[O:16])[cH:12][cH:13]1.[C:26]([OH:27])(=[O:28])[CH3:29].[ClH:25].[Na+:24].[OH-:23]>>[C:1](#[N:2])[c:3]1[cH:4][c:5](-[c:17]2[cH:18][n:19][cH:20][cH:21][cH:22]2)[n:6][n:7]1-[c:8]1[cH:9][cH:10][c:11]([NH2:14])[cH:12][cH:13]1.